Task: describe an organic reaction: reactants, conditions, products, and yield. Dataset: the Open Reaction Database (ORD), a public repository of structured organic reaction records Reactants: OC=1N=C2C(N1)=CC=CC=C2 (2-hydroxycycloheptimidazole), P(=O)(Cl)(Cl)Cl (phosphorus oxychloride), C(C)N(C1=CC=CC=C1)CC (N,N-diethylaniline), C(O)([O-])=O.[Na+] (Sodium hydrogencarbonate). Solvent: ice water. Run at temperature 70 celsius. Yields the product ClC=1N=C2C(N1)=CC=CC=C2 (2-chlorocycloheptimidazole). Yield: 24.0%. As a reaction SMILES: O[C:2]1[N:3]=[C:4]2[CH:11]=[CH:10][CH:9]=[CH:8][CH:7]=[C:5]2[N:6]=1.P(Cl)(Cl)([Cl:14])=O.C(N(CC)C1C=CC=CC=1)C.C(=O)([O-])O.[Na+]>>[Cl:14][C:2]1[N:3]=[C:4]2[CH:11]=[CH:10][CH:9]=[CH:8][CH:7]=[C:5]2[N:6]=1 |f:3.4|. Reported procedure: In accordance with the method described in Chemical and Pharmaceutical Bulletin, Vol. 16, No. 7, pages 1300 to 1307 (1968), 10 g of 2-hydroxycycloheptimidazole, 150 g of phosphorus oxychloride and 12 g of N,N-diethylaniline were stirred under heating at an internal temperature of 70° C. for 6 hours and 30 minutes. After the reaction, the phosphorus oxychloride was evaporated off under reduced pressure, and the resulting reaction mixture was poured into 500 ml of ice-water. Sodium hydrogencarbona... Starting materials: COC(C)(C)OC, CS(=O)(=O)O, CC(C)=O, CCOC(C)=O, CC(C)(Cc1ccccc1)OC(=O)CC(O)CC(O)CCl. Yields the product CC(C)(Cc1ccccc1)OC(=O)CC1CC(CCl)OC(C)(C)O1. Reaction SMILES: [CH3:22][O:23][C:24]([CH3:25])([CH3:26])[O:27][CH3:28].[CH3:29][S:30](=[O:31])(=[O:32])[OH:33].[CH3:34][C:35](=[O:36])[CH3:37].[CH3:38][CH2:39][O:40][C:41](=[O:42])[CH3:43].[Cl:1][CH2:2][CH:3]([CH2:4][CH:5]([CH2:6][C:7](=[O:8])[O:9][C:10]([CH2:11][c:12]1[cH:13][cH:14][cH:15][cH:16][cH:17]1)([CH3:18])[CH3:19])[OH:20])[OH:21]>>[Cl:1][CH2:2][CH:3]1[CH2:4][CH:5]([CH2:6][C:7](=[O:8])[O:9][C:10]([CH2:11][c:12]2[cH:13][cH:14][cH:15][cH:16][cH:17]2)([CH3:18])[CH3:19])[O:20][C:24]([CH3:25])([CH3:26])[O:21]1.